Dataset: the Open Reaction Database (ORD), a public repository of structured organic reaction records. Task: describe an organic reaction: reactants, conditions, products, and yield Starting materials: ClCC=O (Chloroacetaldehyde), BrC1=C(N=NC(=C1C1=CC=CC=C1)Cl)N (4-bromo-6-chloro-5-phenylpyridazin-3-amine), 1b. Run in CCO (EtOH). Run at temperature 118 celsius. Product: Cl.BrC=1C=2N(N=C(C1C1=CC=CC=C1)Cl)C=CN2 (8-bromo-6-chloro-7-phenylimidazo[1,2-b]pyridazine HCl salt). Yield: 63.0%. RXN SMILES: [Cl:1][CH2:2][CH:3]=O.[Br:5][C:6]1[C:11]([C:12]2[CH:17]=[CH:16][CH:15]=[CH:14][CH:13]=2)=[C:10]([Cl:18])[N:9]=[N:8][C:7]=1[NH2:19]>CCO>[ClH:1].[Br:5][C:6]1[C:7]2[N:8]([CH:2]=[CH:3][N:19]=2)[N:9]=[C:10]([Cl:18])[C:11]=1[C:12]1[CH:17]=[CH:16][CH:15]=[CH:14][CH:13]=1 |f:3.4|. Reported procedure: Chloroacetaldehyde (2.0 mL, 31.5 mmol) was added to a solution of crude 4-bromo-6-chloro-5-phenylpyridazin-3-amine (0.193 g, 0.676 mmol) from 1b in EtOH (5.0 mL). The mixture was heated in a sealed tube at 118° C. for 5 h. After cooling to room temperature, the reaction mixture was concentrated in vacuo, and suspended in acetone/Et2O (1:1, 3 mL), filtered, and washed with Et2O to give 8-bromo-6-chloro-7-phenylimidazo[1,2-b]pyridazine HCl salt (0.147 g, >94% purity). Reactants: NN1C(C2=CC=CC=C2C(=N1)N1CCOCC1)=O (2-amino-4-morpholinophthalazin-1(2H)-one), CN(C1=CC=C(C=C1)CC(=O)O)C (2-[4-(dimethylamino)phenyl]acetic acid). Product: CN(C1=CC=C(C=C1)CC(=O)NN1C(C2=CC=CC=C2C(=N1)N1CCOCC1)=O)C (2-[4-(dimethylamino)phenyl]-N-[4-(morpholin-4-yl)-1-oxophthalazin-2(1H)-yl]acetamide). As a reaction SMILES: [NH2:1][N:2]1[N:11]=[C:10]([N:12]2[CH2:17][CH2:16][O:15][CH2:14][CH2:13]2)[C:9]2[C:4](=[CH:5][CH:6]=[CH:7][CH:8]=2)[C:3]1=[O:18].[CH3:19][N:20]([CH3:31])[C:21]1[CH:26]=[CH:25][C:24]([CH2:27][C:28](O)=[O:29])=[CH:23][CH:22]=1>>[CH3:31][N:20]([CH3:19])[C:21]1[CH:26]=[CH:25][C:24]([CH2:27][C:28]([NH:1][N:2]2[N:11]=[C:10]([N:12]3[CH2:17][CH2:16][O:15][CH2:14][CH2:13]3)[C:9]3[C:4](=[CH:5][CH:6]=[CH:7][CH:8]=3)[C:3]2=[O:18])=[O:29])=[CH:23][CH:22]=1. Reported procedure: The product of Example 1B and 2-[4-(dimethylamino)phenyl]acetic acid were treated using a method similar to that described in Example 111 to give the title compound. 1H NMR (500 MHz, DMSO-d6/D2O) δ 8.30 (dd, J=7.9, 1.0, 1H), 8.04 (d, J=7.5, 1H), 8.02-7.96 (m, 1H), 7.94-7.88 (m, 1H), 7.47 (d, J=8.7, 2H), 7.37 (d, J=8.6, 2H), 3.85-3.80 (m, 4H), 3.69 (s, 2H), 3.11 (s, 6H), 3.11-3.06 (m, 4H); MS (ESI−) M/Z 406 (M−H)−. Reactants: OC1(CCCCC2=C1C=CC=C2)C (5-hydroxy-5-methyl-6,7,8,9-tetrahydro-5H-benzocycloheptene), O.C1(=CC=C(C=C1)S(=O)(=O)O)C (p-toluenesulphonic acid monohydrate). Solvent: C1(=CC=CC=C1)C (toluene). The product is CC1=CCCCC2=C1C=CC=C2 (9-Methyl-6,7-dihydro-5H-benzocycloheptene). The yield is 80.2%. As a reaction SMILES: O[C:2]1([CH3:13])[C:8]2[CH:9]=[CH:10][CH:11]=[CH:12][C:7]=2[CH2:6][CH2:5][CH2:4][CH2:3]1.O.C1(C)C=CC(S(O)(=O)=O)=CC=1>C1(C)C=CC=CC=1>[CH3:13][C:2]1[C:8]2[CH:9]=[CH:10][CH:11]=[CH:12][C:7]=2[CH2:6][CH2:5][CH2:4][CH:3]=1 |f:1.2|. Procedure details: Following the procedure of Example 1, step 2, 26.65 g (0.151 mol) of 5-hydroxy-5-methyl-6,7,8,9-tetrahydro-5H-benzocycloheptene in 300 ml of toluene was reacted with 0.30 g of p-toluenesulphonic acid monohydrate. Vacuum distillation yielded 19.17 g (80%) of the title product as a colourless oil, b.p. 62°-65° C./1.0 mm of Hg. NMR δ(CDCl3) 1.81 (2H, q, J=7.1 Hz), 2.07 (2H, m), 2.09 (3H, s), 2.56 (2H, t, J=6.9 Hz), 6.97 (1H, m), 7.14-7.26 (4H, m). The reactants are Cc1cc(F)ccc1-c1cccc(Br)n1, [Cl-], Nc1c(F)cccc1F, [H-], [NH4+], [Na+], C1CCOC1. The product is Cc1cc(F)ccc1-c1cccc(-c2c(F)cccc2F)n1. As a reaction SMILES: [Br:1][c:2]1[n:3][c:4](-[c:8]2[c:9]([CH3:15])[cH:10][c:11]([F:14])[cH:12][cH:13]2)[cH:5][cH:6][cH:7]1.[Cl-:32].[F:16][c:17]1[c:18]([NH2:19])[c:20]([F:24])[cH:21][cH:22][cH:23]1.[H-:26].[NH4+:33].[Na+:25].[O:27]1[CH2:28][CH2:29][CH2:30][CH2:31]1>>[c:2]1(-[c:18]2[c:17]([F:16])[cH:23][cH:22][cH:21][c:20]2[F:24])[n:3][c:4](-[c:8]2[c:9]([CH3:15])[cH:10][c:11]([F:14])[cH:12][cH:13]2)[cH:5][cH:6][cH:7]1. Reactants: N(=O)[O-].[Na+] (NaNO2), F[B-](F)(F)F.[Na+] (sodium tetra-fluoroborate), cuprous cyanide, ClC1=C(C#N)C=C(C(=C1Cl)Cl)F (2,3,4-trichloro-5-fluorobenzonitrile), [F-].[K+] (KF), ClC1=C(C#N)C=C(C(=C1Cl)Cl)F (2,3,4-trichloro-5-fluorobenzonitrile). Run in CS(=O)C (DMSO). Product: ClC=1C(=C(C#N)C=C(C1F)F)F (3-chloro-2,4,5-trifluorobenzonitrile). As a reaction SMILES: N([O-])=O.[Na+].[F:5][B-](F)(F)F.[Na+].Cl[C:12]1[C:19]([Cl:20])=[C:18](Cl)[C:17]([F:22])=[CH:16][C:13]=1[C:14]#[N:15].[F-:23].[K+]>CS(C)=O>[Cl:20][C:19]1[C:12]([F:5])=[C:13]([CH:16]=[C:17]([F:22])[C:18]=1[F:23])[C:14]#[N:15] |f:0.1,2.3,5.6|. Reported procedure: The reduction of 2,3,4-trichloro-5-fluoronitrobenzene (i) with Fe--HCI in hot water gives 2,3,4-trichloro-5-fluoroaniline (ii), which, by diazotization with NaNO2 --HCI and reaction with sodium tetra-fluoroborate and cuprous cyanide, is converted to 2,3,4-trichloro-5-fluorobenzonitrile (iii). The reaction of (iii) with KF in DMSO at 140° affords 3-chloro-2,4,5-trifluorobenzonitrile (iv), which, by hydrolysis with 30% HBr in refluxing acetic acid, gives 3-chloro-2,4,5-trifluorobenzamide (v). The ... Starting materials: CCOC(=O)c1ccc(N)cc1, CN(C)P(=O)(N(C)C)N(C)C, CCO, BrCCCOc1cccc2ccccc12. The product is CCOC(=O)c1ccc(NCCCOc2cccc3ccccc23)cc1. RXN SMILES: [CH3:16][CH2:17][O:18][C:19](=[O:20])[c:21]1[cH:22][cH:23][c:24]([NH2:25])[cH:26][cH:27]1.[CH3:28][N:29]([P:30]([N:31]([CH3:32])[CH3:33])([N:34]([CH3:35])[CH3:36])=[O:37])[CH3:38].[CH3:39][CH2:40][OH:41].[c:1]1([O:11][CH2:12][CH2:13][CH2:14][Br:15])[cH:2][cH:3][cH:4][c:5]2[cH:6][cH:7][cH:8][cH:9][c:10]12>>[c:1]1([O:11][CH2:12][CH2:13][CH2:14][NH:25][c:24]2[cH:23][cH:22][c:21]([C:19]([O:18][CH2:17][CH3:16])=[O:20])[cH:27][cH:26]2)[cH:2][cH:3][cH:4][c:5]2[cH:6][cH:7][cH:8][cH:9][c:10]12. Reactants: ClCCN1C(=NC2=C1C=CC=C2)C (1-(2-chloroethyl)-2-methyl-1H-benzoimidazole), [N+](=O)([O-])C=1C=NNC1 (4-nitro-1H-pyrazole), C(=O)([O-])[O-].[Cs+].[Cs+] (Cs2CO3). Run in CC#N (MeCN). Run at temperature 80 celsius, time 18 hour. Product: CC1=NC2=C(N1CCN1N=CC(=C1)[N+](=O)[O-])C=CC=C2 (2-methyl-1-(2-(4-nitro-1H-pyrazol-1-yl)-ethyl)-1H-benzoimidazole). Reaction SMILES: Cl[CH2:2][CH2:3][N:4]1[C:8]2[CH:9]=[CH:10][CH:11]=[CH:12][C:7]=2[N:6]=[C:5]1[CH3:13].[N+:14]([C:17]1[CH:18]=[N:19][NH:20][CH:21]=1)([O-:16])=[O:15].C([O-])([O-])=O.[Cs+].[Cs+]>CC#N>[CH3:13][C:5]1[N:4]([CH2:3][CH2:2][N:19]2[CH:18]=[C:17]([N+:14]([O-:16])=[O:15])[CH:21]=[N:20]2)[C:8]2[CH:9]=[CH:10][CH:11]=[CH:12][C:7]=2[N:6]=1 |f:2.3.4|. Procedure: To 1-(2-chloroethyl)-2-methyl-1H-benzoimidazole) (4.42 g, 22.71 mmol), in MeCN (50 mL), 4-nitro-1H-pyrazole (2.57 g, 22.71 mmol) and Cs2CO3 (8.14 g, 24.98 mmol) was added. After stirring at 80° C. for 18 h the reaction mixture was allowed to reach rt and filtered. The filter cake was washed with DCM and the filtrate was concentrated in vacuo, then the residue was dissolved in DCM and washed with H2O. The combined aq. layers were reextracted with DCM, the combined org. layers were dried (MgSO4), ... Starting materials: C(C=C)OC1=CC(=CC=C1)Br (1-(allyloxy)-3-bromobenzene), C(C)(C)(C)[Li] (t-butyllithium), C(C1=CC=CC=C1)N(C1=C(C(=CC=C1)NS(=O)(=O)C)C)CC1=CC=C(C(=O)N(C)OC)C=C1 (4-[(benzyl{2-methyl-3-[(methylsulfonyl)amino]phenyl}amino)methyl]-N-methoxy-N-methylbenzamide). Solvent: C1CCOC1 (THF). Conditions: temperature -78 celsius, time 30 minute. Product: C(C=C)OC=1C=C(C(=O)C2=CC=C(CN(C=3C(=C(C=CC3)NS(=O)(=O)C)C)CC3=CC=CC=C3)C=C2)C=CC1 (N-{3-[{4-[3-(allyloxy)benzoyl]benzyl}(benzyl)amino]-2-methylphenyl}methanesulfonamide). Isolated yield 36.0%. Reaction SMILES: [CH2:1]([O:4][C:5]1[CH:10]=[CH:9][CH:8]=[C:7](Br)[CH:6]=1)[CH:2]=[CH2:3].C([Li])(C)(C)C.[CH2:17]([N:24]([CH2:37][C:38]1[CH:49]=[CH:48][C:41]([C:42](N(OC)C)=[O:43])=[CH:40][CH:39]=1)[C:25]1[CH:30]=[CH:29][CH:28]=[C:27]([NH:31][S:32]([CH3:35])(=[O:34])=[O:33])[C:26]=1[CH3:36])[C:18]1[CH:23]=[CH:22][CH:21]=[CH:20][CH:19]=1>C1COCC1>[CH2:1]([O:4][C:5]1[CH:6]=[C:7]([CH:8]=[CH:9][CH:10]=1)[C:42]([C:41]1[CH:40]=[CH:39][C:38]([CH2:37][N:24]([CH2:17][C:18]2[CH:23]=[CH:22][CH:21]=[CH:20][CH:19]=2)[C:25]2[C:26]([CH3:36])=[C:27]([NH:31][S:32]([CH3:35])(=[O:34])=[O:33])[CH:28]=[CH:29][CH:30]=2)=[CH:49][CH:48]=1)=[O:43])[CH:2]=[CH2:3]. Reported procedure: The product from Example 88C (0.983 g, 3.80 mmoles) in anhydrous THF (10 mL) at −78° C. was treated dropwise with 1.7 M t-butyllithium (4.46 mL, 7.59 mmoles). Reaction stirred 30 minutes at −78° C. and was then treated with the product from Example 88B (1.00 g, 1.90 mmoles. Reaction stirred 15 minutes at −78° C. and then allowed to warm to 0° C. Reaction quenched with saturated NH4Cl and warmed to room temperature. The mixture was diluted with ethyl acetate, washed with H2O, brine, dried (Na2SO4...